Dataset: the Open Reaction Database (ORD), a public repository of structured organic reaction records. Task: describe an organic reaction: reactants, conditions, products, and yield Starting materials: C1(CC1)NC=1SC(=C(N1)C)C(=O)O (2-cyclopropylamino-4-methyl-thiazole-5-carboxylic acid), C1(CC1)NC=1SC(=C(N1)C)C(=O)Cl (2-cyclopropylamino-4-methyl-thiazole-5-carboxylic acid chloride), P(Cl)(Cl)(Cl)(Cl)Cl (phosphorus pentachloride), Cl.NC(C#N)C=1SC=CC1 (amino-thiophen-2-yl-acetonitrile hydrochloride). Solvent: C(C)N(CC)CC (triethylamine). Product: C(#N)C(C=1SC=CC1)NC(=O)C1=C(N=C(S1)NC1CC1)C (2-cyclopropylamino-4-methyl-thiazole-5-carboxylic acid (cyano-thiophen-2-yl-methyl)-amide). Yield: 36.6%. Reaction SMILES: [CH:1]1([NH:4][C:5]2[S:6][C:7]([C:11]([OH:13])=O)=[C:8]([CH3:10])[N:9]=2)[CH2:3][CH2:2]1.C1(NC2SC(C(Cl)=O)=C(C)N=2)CC1.P(Cl)(Cl)(Cl)(Cl)Cl.Cl.[NH2:34][CH:35]([C:38]1[S:39][CH:40]=[CH:41][CH:42]=1)[C:36]#[N:37]>C(N(CC)CC)C>[C:36]([CH:35]([NH:34][C:11]([C:7]1[S:6][C:5]([NH:4][CH:1]2[CH2:2][CH2:3]2)=[N:9][C:8]=1[CH3:10])=[O:13])[C:38]1[S:39][CH:40]=[CH:41][CH:42]=1)#[N:37] |f:3.4|. Procedure details: 1.7g of 2-cyclopropylamino-4-methyl-thiazole-5-carboxylic acid was converted into 2-cyclopropylamino-4-methyl-thiazole-5-carboxylic acid chloride using 1.9g of phosphorus pentachloride according to the same procedure as EXAMPLE 1. Then 1.7g of amino-thiophen-2-yl-acetonitrile hydrochloride and 3.9ml of triethylamine were added thereto and the reaction mixture was treated according to the same procedure as EXAMPLE 1 to obtain 1.0g (Yield 39%) of the title compound. The reactants are N1(CCCCC1)CC1=CC=CC(=N1)N (6-(piperidylmethyl)-2-pyridylamine), CC#N (CH3CN), TEA, P(=O)(OC1=CC=CC=C1)(OC1=CC=CC=C1)N=[N+]=[N-] ((PhO)2PON3), BrC=1SC=C(N1)C(=O)O (2-bromothiazole-4-carboxylic acid), CC#N (CH3CN). The solvent is C(Cl)Cl (CH2Cl2). Reaction conditions: temperature 85 celsius. Yields the product BrC=1SC=C(N1)NC(=O)NC1=NC(=CC=C1)CN1CCCCC1 (1-(2-Bromothiazol-4-yl)-3-(6-piperidin-1-ylmethyl-pyridin-2-yl)urea). RXN SMILES: [Br:1][C:2]1[S:3][CH:4]=[C:5](C(O)=O)[N:6]=1.P(N=[N+]=[N-])([O:19][C:20]1C=CC=CC=1)(OC1C=CC=CC=1)=O.[N:29]1([CH2:35][C:36]2[N:41]=[C:40]([NH2:42])[CH:39]=[CH:38][CH:37]=2)[CH2:34][CH2:33][CH2:32][CH2:31][CH2:30]1.CC#[N:45]>C(Cl)Cl>[Br:1][C:2]1[S:3][CH:4]=[C:5]([NH:45][C:20]([NH:42][C:40]2[CH:39]=[CH:38][CH:37]=[C:36]([CH2:35][N:29]3[CH2:30][CH2:31][CH2:32][CH2:33][CH2:34]3)[N:41]=2)=[O:19])[N:6]=1. Procedure details: To a stirred suspension of 2-bromothiazole-4-carboxylic acid (5.13 g, 2 mmol) in anhydrous CH3CN (40 ml) at RT, under N2, TEA (3.80 ml, 27 mmol) and (PhO)2PON3 (5.90 ml, 27 mmol) were added. The resulting solution was heated to 85° C. Upon reaching 85° C., a solution of 6-(piperidylmethyl)-2-pyridylamine (4.74 g, 25 mmol) in anhydrous CH3CN (60 ml) was added. The reaction was maintained at this temperature for 2.25 h. After cooling to RT the mixture was diluted with CH2Cl2 (50 ml) then washed wi... Starting materials: [BH4-], CC(=O)O, CCO, COc1cc(C=C[N+](=O)[O-])ccc1O, [Na+], C1COCCO1, O. The product is COc1cc(CC[N+](=O)[O-])ccc1O. RXN SMILES: [BH4-:1].[CH3:17][C:18](=[O:19])[OH:20].[CH3:27][CH2:28][OH:29].[CH3:3][O:4][c:5]1[c:6]([OH:16])[cH:7][cH:8][c:9]([CH:11]=[CH:12][N+:13](=[O:14])[O-:15])[cH:10]1.[Na+:2].[O:21]1[CH2:22][CH2:23][O:24][CH2:25][CH2:26]1.[OH2:30]>>[CH3:3][O:4][c:5]1[c:6]([OH:16])[cH:7][cH:8][c:9]([CH2:11][CH2:12][N+:13](=[O:14])[O-:15])[cH:10]1. The yield is 36.8%. The solvent is ClCCl (dichloromethane). Procedure details: A solution of L-leucyl-L-phenylalanine N-methylamide (1.3 g) in dichloromethane (13 ml) was treated with N-bromomethylphthalimide (1.17 g) and sodium iodide (0.06 g). The resulting yellow solution was stirred at room temperature for 16 h. The solution was treated with saturated sodium bicarbonate solution (ca. 8 ml) and extracted with dichloromethane. The crude, organic extracts were preadsorbed onto silica gel and purified by flash silica chromatography, eluting with ethyl acetate/heptane (5:1)... Reaction conditions: time 16 hour. RXN SMILES: [CH3:1][NH:2][C:3](=[O:21])[C@H:4]([CH2:14][C:15]1[CH:20]=[CH:19][CH:18]=[CH:17][CH:16]=1)[NH:5][C:6](=[O:13])[C@H:7]([CH2:9][CH:10]([CH3:12])[CH3:11])[NH2:8].Br[CH2:23][N:24]1[C:28](=[O:29])[C:27]2=[CH:30][CH:31]=[CH:32][CH:33]=[C:26]2[C:25]1=[O:34].[I-].[Na+].C(=O)(O)[O-].[Na+]>ClCCl>[CH3:1][NH:2][C:3](=[O:21])[C@H:4]([CH2:14][C:15]1[CH:16]=[CH:17][CH:18]=[CH:19][CH:20]=1)[NH:5][C:6](=[O:13])[C@H:7]([CH2:9][CH:10]([CH3:12])[CH3:11])[NH:8][CH2:23][N:24]1[C:25](=[O:34])[C:26]2=[CH:33][CH:32]=[CH:31][CH:30]=[C:27]2[C:28]1=[O:29] |f:2.3,4.5|. Reactants: CNC([C@@H](NC([C@@H](N)CC(C)C)=O)CC1=CC=CC=C1)=O (L-leucyl-L-phenylalanine N-methylamide), BrCN1C(C=2C(C1=O)=CC=CC2)=O (N-bromomethylphthalimide), [I-].[Na+] (sodium iodide), C([O-])(O)=O.[Na+] (sodium bicarbonate). Product: CNC([C@@H](NC([C@@H](NCN1C(C=2C(C1=O)=CC=CC2)=O)CC(C)C)=O)CC2=CC=CC=C2)=O (N-Phthalimidomethyl-L-leucyl-L-phenylalanine N-methylamide). Reactants: [BH4-], CCO, CCN(CC1CCCC1)c1nc2ccccc2cc1C=O, [Cl-], [NH4+], [Na+], O. RXN SMILES: [BH4-:22].[CH3:27][CH2:28][OH:29].[CH:1]1([CH2:6][N:7]([CH2:8][CH3:9])[c:10]2[n:11][c:12]3[cH:13][cH:14][cH:15][cH:16][c:17]3[cH:18][c:19]2[CH:20]=[O:21])[CH2:2][CH2:3][CH2:4][CH2:5]1.[Cl-:24].[NH4+:25].[Na+:23].[OH2:26]>>[CH:1]1([CH2:6][N:7]([CH2:8][CH3:9])[c:10]2[n:11][c:12]3[cH:13][cH:14][cH:15][cH:16][c:17]3[cH:18][c:19]2[CH2:20][OH:21])[CH2:2][CH2:3][CH2:4][CH2:5]1. The product is CCN(CC1CCCC1)c1nc2ccccc2cc1CO.